The task is: describe an organic reaction: reactants, conditions, products, and yield. This data is from the Open Reaction Database (ORD), a public repository of structured organic reaction records. Reactants: Cl.O1CCOCC1 (HCl dioxane), C(C)(C)(C)C(=O)CN1C(C(CN(C2=C1C=C(C=C2)C)C2=CC=CC=C2)NC(=O)OC(C)(C)C)=O (1-tert-butylcarbonylmethyl-2-oxo-3-tert-butoxycarbonylamino-5-phenyl-8-methyl-1,3,4,5-tetrahydro-2H-1,5-benzodiazepine). The solvent is C(C)O (ethanol). Run at temperature 50 celsius, time 30 minute. Product: C(C)(C)(C)C(=O)CN1C(C(CN(C2=C1C=C(C=C2)C)C2=CC=CC=C2)N)=O (1-tert-butylcarbonylmethyl-2-oxo-3-amino-5-phenyl-8-methyl-1,3,4,5-tetrahydro-2H-1,5-benzodiazepine). Isolated yield 99.4%. As a reaction SMILES: Cl.O1CCOCC1.[C:8]([C:12]([CH2:14][N:15]1[C:21]2[CH:22]=[C:23]([CH3:26])[CH:24]=[CH:25][C:20]=2[N:19]([C:27]2[CH:32]=[CH:31][CH:30]=[CH:29][CH:28]=2)[CH2:18][CH:17]([NH:33]C(OC(C)(C)C)=O)[C:16]1=[O:41])=[O:13])([CH3:11])([CH3:10])[CH3:9]>C(O)C>[C:8]([C:12]([CH2:14][N:15]1[C:21]2[CH:22]=[C:23]([CH3:26])[CH:24]=[CH:25][C:20]=2[N:19]([C:27]2[CH:32]=[CH:31][CH:30]=[CH:29][CH:28]=2)[CH2:18][CH:17]([NH2:33])[C:16]1=[O:41])=[O:13])([CH3:11])([CH3:9])[CH3:10] |f:0.1|. Procedure: 4N HCl-dioxane (5 ml) was added to a solution of 1-tert-butylcarbonylmethyl-2-oxo-3-tert-butoxycarbonylamino-5-phenyl-8-methyl-1,3,4,5-tetrahydro-2H-1,5-benzodiazepine (100 mg) in ethanol (5 ml ), the mixture was stirred at 50° C. for 30 minutes. The reaction mixture was concentrated under reduced pressure, the residue was neutralized with saturated aqueous sodium bicarbonate, extracted with ethyl acetate. The organic layer was dried over anhydrous sodium sulfate, the solvent was evaporated unde... Yields the product CC(C)Oc1cc(Nc2nc(NC(C)c3ccc(F)cc3)c(CN)cc2F)n[nH]1. As a reaction SMILES: [CH3:31][OH:32].[ClH:30].[F:1][c:2]1[c:3]([NH:20][c:21]2[n:22][nH:23][c:24]([O:26][CH:27]([CH3:28])[CH3:29])[cH:25]2)[n:4][c:5]([NH:10][CH:11]([CH3:12])[c:13]2[cH:14][cH:15][c:16]([F:19])[cH:17][cH:18]2)[c:6]([C:7]#[N:8])[cH:9]1>>[F:1][c:2]1[c:3]([NH:20][c:21]2[n:22][nH:23][c:24]([O:26][CH:27]([CH3:28])[CH3:29])[cH:25]2)[n:4][c:5]([NH:10][CH:11]([CH3:12])[c:13]2[cH:14][cH:15][c:16]([F:19])[cH:17][cH:18]2)[c:6]([CH2:7][NH2:8])[cH:9]1. Starting materials: CO, Cl, CC(C)Oc1cc(Nc2nc(NC(C)c3ccc(F)cc3)c(C#N)cc2F)n[nH]1. Solvent: O (water), O (water). Reactants: [OH-].[Na+] (sodium hydroxide), COC(C=C)=O.C(=C)C1=C(C=CC=C1)C=C (methylacrylate divinylbenzene), [OH-].[Na+] (sodium hydroxide). Procedure details: This example illustrates the hydrolysis and resuspension of the methylacrylate-divinylbenzene copolymer of Example 7 to produce a weak-acid-functionalized ion exchange resin emulsion. A 200-g sample of the emulsion produced in Example 7 is added to a stirred solution of 57.4 g of 50% aqueous sodium hydroxide solution in 250 ml of water--this represents a 20% excess of base--and the emulsion is observed to coagulate. This mixture is heated to 93° C., held at that temperature for 2 hours, and cool... RXN SMILES: COC(=O)C=C.[CH:7]([C:9]1[CH:14]=[CH:13][CH:12]=[CH:11][C:10]=1[CH:15]=[CH2:16])=[CH2:8].[OH-].[Na+]>O>[CH2:8]=[CH:7][C:9]1[CH:14]=[CH:13][CH:12]=[CH:11][CH:10]=1.[CH:7]([C:9]1[CH:14]=[CH:13][CH:12]=[CH:11][C:10]=1[CH:15]=[CH2:16])=[CH2:8] |f:0.1,2.3,5.6|. Reaction conditions: temperature 93 celsius, time 2 hour. Product: C=CC1=CC=CC=C1.C(=C)C1=C(C=CC=C1)C=C (styrene/divinylbenzene), H+. Starting materials: C(C(C)O)O (propylene glycol), C(C)(C)(C)[Si](Cl)(C)C (tert-butyldimethylchlorosilane), CCN(C(C)C)C(C)C (DIPEA). The solvent is CCOCC (ether), C(Cl)Cl (DCM). Reaction conditions: time 18 hour. The product is [Si](C)(C)(C(C)(C)C)OCC(C)O (1-{[tert-Butyl(dimethyl)silyl]oxy}propan-2-ol). RXN SMILES: [CH2:1]([OH:5])[CH:2]([OH:4])[CH3:3].[C:6]([Si:10]([CH3:13])([CH3:12])Cl)([CH3:9])([CH3:8])[CH3:7].CCN(C(C)C)C(C)C>C(Cl)Cl.CCOCC>[Si:10]([O:5][CH2:1][CH:2]([OH:4])[CH3:3])([C:6]([CH3:9])([CH3:8])[CH3:7])([CH3:13])[CH3:12]. Procedure details: To a solution of propylene glycol (1.0 g, 13 mmol) in DCM (60.0 mL) was added tert-butyldimethylchlorosilane (2.0 g, 13 mmol) followed by DIPEA (3.2 mL, 18 mmol). The reaction mixture was stirred at ambient temperature for 18 hours. The solution was diluted with ether, washed with saturated aqueous NaHCO3, brine, dried over anhydrous MgSO4, filtered, and concentrated in vacuo to afford the title compound. Starting materials: Cl.C1(CCCCCCCCC1)N1CCC2(C(NCN2C2=CC=CC=C2)=O)CC1 (8-cyclodecyl-1-phenyl-1,3,8-triaza-spiro[4,5]decan-4-one hydrochloride), ClCC1=CC=CC2=CC=CC=C12 (1-chloromethylnaphthaline). The product is Cl.C1(CCCCCCCCC1)N1CCC2(C(N(CN2C2=CC=CC=C2)CC2=CC=CC3=CC=CC=C23)=O)CC1 (8-Cyclodecyl-3-naphthalen-1-ylmethyl-1-phenyl-1,3,8-triaza-spiro[4,5]decan-4-one hydrochloride). As a reaction SMILES: Cl.[CH:2]1([N:12]2[CH2:28][CH2:27][C:15]3([N:19]([C:20]4[CH:25]=[CH:24][CH:23]=[CH:22][CH:21]=4)[CH2:18][NH:17][C:16]3=[O:26])[CH2:14][CH2:13]2)[CH2:11][CH2:10][CH2:9][CH2:8][CH2:7][CH2:6][CH2:5][CH2:4][CH2:3]1.[Cl:29][CH2:30][C:31]1[C:40]2[C:35](=[CH:36][CH:37]=[CH:38][CH:39]=2)[CH:34]=[CH:33][CH:32]=1>>[ClH:29].[CH:2]1([N:12]2[CH2:28][CH2:27][C:15]3([N:19]([C:20]4[CH:21]=[CH:22][CH:23]=[CH:24][CH:25]=4)[CH2:18][N:17]([CH2:30][C:31]4[C:40]5[C:35](=[CH:36][CH:37]=[CH:38][CH:39]=5)[CH:34]=[CH:33][CH:32]=4)[C:16]3=[O:26])[CH2:14][CH2:13]2)[CH2:11][CH2:10][CH2:9][CH2:8][CH2:7][CH2:6][CH2:5][CH2:4][CH2:3]1 |f:0.1,3.4|. Procedure details: The title compound, white solid, m. p. 210° C. and MS: m/e=510.4 (M+H+) was prepared in accordance with the general method of example 24 from 8-cyclodecyl-1-phenyl-1,3,8-triaza-spiro[4,5]decan-4-one hydrochloride and 1-chloromethylnaphthaline. Conditions: temperature 100 celsius. The yield is 81.0%. RXN SMILES: [CH2:1]([N:8]1[CH2:17][C:16]2[N:15]=[CH:14][N:13]=[C:12](O)[C:11]=2[CH2:10][CH2:9]1)[C:2]1[CH:7]=[CH:6][CH:5]=[CH:4][CH:3]=1.O=P(Cl)(Cl)[Cl:21]>>[CH2:1]([N:8]1[CH2:17][C:16]2[N:15]=[CH:14][N:13]=[C:12]([Cl:21])[C:11]=2[CH2:10][CH2:9]1)[C:2]1[CH:7]=[CH:6][CH:5]=[CH:4][CH:3]=1. Procedure details: 7-Benzyl-4-hydroxy-5,6,7,8-tetrahydro-1,3,7-triazanaphthalene [Ozdowska et al Rocz. Chem. Ann. Soc. Chim. Pol. 50, 1771 (1976)] 95.0 g, 15.9 mmol) was added to POCl3 and the mixture heated to 100° C. for 1 h. The reaction was cooled, concentrated under reduced pressure and the residue quenched with ice. After neutralising with K2CO3 the product was extracted with CH2Cl2,, the organic layer washed with H2O, dried over MgSO4 and evaporated to give the subtitle compound as a brown oil (3.33 g, 81%)... Product: C(C1=CC=CC=C1)N1CCC=2C(=NC=NC2C1)Cl (7-Benzyl-4-chloro-5,6,7,8-tetrahydro-1,3,7-triazanaphthalene). Starting materials: C(C1=CC=CC=C1)N1CCC=2C(=NC=NC2C1)O (7-Benzyl-4-hydroxy-5,6,7,8-tetrahydro-1,3,7-triazanaphthalene), O=P(Cl)(Cl)Cl (POCl3).